Dataset: the Open Reaction Database (ORD), a public repository of structured organic reaction records. Task: describe an organic reaction: reactants, conditions, products, and yield Reactants: ClC1=C(N=NC(=C1)C(F)(F)F)NC1CCN(CC1)C(=O)OC(C)(C)C (tert-butyl 4-{[4-chloro-6-(trifluoromethyl)pyridazin-3-yl]amino}piperidine-1-carboxylate), Cl.C(C)(C)O (hydrochloric acid isopropanol). Run in CO (methanol). Yields the product ClC1=C(N=NC(=C1)C(F)(F)F)NC1CCNCC1 (4-Chloro-N-piperidin-4-yl-6-(trifluoromethyl)pyridazin-3-amine). Isolated yield 8.6%. Reaction SMILES: [Cl:1][C:2]1[CH:7]=[C:6]([C:8]([F:11])([F:10])[F:9])[N:5]=[N:4][C:3]=1[NH:12][CH:13]1[CH2:18][CH2:17][N:16](C(OC(C)(C)C)=O)[CH2:15][CH2:14]1.Cl.C(O)(C)C>CO>[Cl:1][C:2]1[CH:7]=[C:6]([C:8]([F:10])([F:11])[F:9])[N:5]=[N:4][C:3]=1[NH:12][CH:13]1[CH2:18][CH2:17][NH:16][CH2:15][CH2:14]1 |f:1.2|. Procedure details: A solution of D8 (1.1 g, 2.9 mmol) and hydrochloric acid/isopropanol (6N, 20 ml) in methanol (100 ml) was stirred at room temperature for 18 h. After this period, the reaction mixture was evaporated in vacuo, the residue re-dissolved in methanol and the solution made alkaline with methanolic ammonia. The reaction mixture was concentrated in vacuo and the residue purified by column chromatography (silica gel; 5%-15% methanolic ammonia in dichloromethane) to give D9 (70 mg, 9%). C10H12ClF3N4 requi... Starting materials: ice water, [Na] (sodium), C(C)O (ethanol), ClC1=CC(=NN=N1)Cl (dichlorotriazine), ClC1=NC(=NC(=N1)Cl)N(C)C (2,4-dichloro-6-dimethylamino-1,3,5-triazine), C(C)O (ethanol). Yields the product ClC1=NC(=NC(=N1)OCC)N(C)C (2-Chloro-4-ethoxy-6-dimethylamino-1,3,5-triazine). RXN SMILES: [Na].ClC1N=NN=C(Cl)C=1.[Cl:10][C:11]1[N:16]=[C:15](Cl)[N:14]=[C:13]([N:18]([CH3:20])[CH3:19])[N:12]=1.[CH2:21]([OH:23])[CH3:22]>>[Cl:10][C:11]1[N:16]=[C:15]([O:23][CH2:21][CH3:22])[N:14]=[C:13]([N:18]([CH3:20])[CH3:19])[N:12]=1 |^1:0|. Reported procedure: A solution of sodium (0.46 g.) in ethanol (50 ml.) was added with stirring and waterbath cooling (25° C.) to a solution of the dichlorotriazine (3.86 g.) from (a) in ethanol (50 ml.). Following the addition the solution was poured into ice water (250 ml.) and the product collected, dried and crystallised from petroleum as needles (2.5 g.) having a melting point of 124° C.